Dataset: the Open Reaction Database (ORD), a public repository of structured organic reaction records. Task: describe an organic reaction: reactants, conditions, products, and yield Reactants: C1(CCCC=2C3=CC=CC=C3C=CC12)=O (1,2,3,4-tetrahydrophenanthren-1-one), Cl.NO (hydroxylamine hydrochloride). The solvent is N1=CC=CC=C1 (pyridine). Run at time 8 hour. Yields the product C1(CCCC=2C3=CC=CC=C3C=CC12)=NO (1,2,3,4-Tetrahydrophenanthren-1-one oxime). Reaction SMILES: [C:1]1(=O)[C:14]2[CH:13]=[CH:12][C:11]3[C:6](=[CH:7][CH:8]=[CH:9][CH:10]=3)[C:5]=2[CH2:4][CH2:3][CH2:2]1.Cl.[NH2:17][OH:18]>N1C=CC=CC=1>[C:1]1(=[N:17][OH:18])[C:14]2[CH:13]=[CH:12][C:11]3[C:6](=[CH:7][CH:8]=[CH:9][CH:10]=3)[C:5]=2[CH2:4][CH2:3][CH2:2]1 |f:1.2|. Procedure: To a solution of 1,2,3,4-tetrahydrophenanthren-1-one (1.0 g, 5.1 mmol) in pyridine was added hydroxylamine hydrochloride (0.69 g, 10.0 mmol). The resulting mixture was stirred at room temperature overnight. The solvent was removed in vacuo. Water was added to the residue, which was then filtered and dried to provide the oxime. Reactants: BrC(Br)(Br)Br, ClCCl, C[Si](C)(C)CCOCN(COCC[Si](C)(C)C)S(=O)(=O)c1cccc(CO)c1, c1ccc(P(c2ccccc2)c2ccccc2)cc1. Yields the product C[Si](C)(C)CCOCN(COCC[Si](C)(C)C)S(=O)(=O)c1cccc(CBr)c1. RXN SMILES: [C:29]([Br:30])([Br:31])([Br:32])[Br:33].[Cl:53][CH2:54][Cl:55].[OH:1][CH2:2][c:3]1[cH:4][c:5]([S:9](=[O:10])(=[O:11])[N:12]([CH2:13][O:14][CH2:15][CH2:16][Si:17]([CH3:18])([CH3:19])[CH3:20])[CH2:21][O:22][CH2:23][CH2:24][Si:25]([CH3:26])([CH3:27])[CH3:28])[cH:6][cH:7][cH:8]1.[c:34]1([P:35]([c:36]2[cH:37][cH:38][cH:39][cH:40][cH:41]2)[c:42]2[cH:43][cH:44][cH:45][cH:46][cH:47]2)[cH:48][cH:49][cH:50][cH:51][cH:52]1>>[CH2:2]([c:3]1[cH:4][c:5]([S:9](=[O:10])(=[O:11])[N:12]([CH2:13][O:14][CH2:15][CH2:16][Si:17]([CH3:18])([CH3:19])[CH3:20])[CH2:21][O:22][CH2:23][CH2:24][Si:25]([CH3:26])([CH3:27])[CH3:28])[cH:6][cH:7][cH:8]1)[Br:30].